From a dataset of the Open Reaction Database (ORD), a public repository of structured organic reaction records. describe an organic reaction: reactants, conditions, products, and yield Reactants: [BH4-].[Na+] (Sodium borohydride), O=C1NN=C2C=3C(=CC=CC13)NC(C2C2=CC=CC=C2)C2=CC=C(C=O)C=C2 (4-(3-oxo-9-phenyl-3,7,8,9-tetrahydro-2H-pyrido[4,3,2-de]phthalazin-8-yl)benzaldehyde), C(Cl)Cl (DCM), C(C)N1C(CNCC1)C (1-ethyl-2-methylpiperazine). Solvent: CC(=O)O (HOAc). Run at time 8 hour. Product: C(C)N1C(CN(CC1)CC1=C(C=CC=C1)C1=CC=C2C=3C(=NNC(C13)=O)C(CN2)C2=CC=CC=C2)C (4-((4-Ethyl-3-methylpiperazin-1-ylmethyl)phenyl)-9-phenyl-8,9-dihydro-2H-pyrido[4,3,2-de]phthalazin-3(7H)-one). Isolated yield 163.2%. Reaction SMILES: [O:1]=[C:2]1[C:11]2[CH:10]=[CH:9][CH:8]=[C:7]3[NH:12][CH:13](C4C=CC(C=O)=CC=4)[CH:14]([C:15]4[CH:20]=[CH:19][CH:18]=[CH:17][CH:16]=4)[C:5]([C:6]=23)=[N:4][NH:3]1.C(Cl)Cl.[CH2:32]([N:34]1[CH2:39][CH2:38][NH:37][CH2:36][CH:35]1[CH3:40])[CH3:33].[BH4-].[Na+]>CC(O)=O>[CH2:32]([N:34]1[CH2:39][CH2:38][N:37]([CH2:5][C:6]2[CH:7]=[CH:8][CH:9]=[CH:10][C:11]=2[C:10]2[C:11]3[C:2](=[O:1])[NH:3][N:4]=[C:5]4[CH:14]([C:15]5[CH:20]=[CH:19][CH:18]=[CH:17][CH:16]=5)[CH2:13][NH:12][C:7]([C:6]=34)=[CH:8][CH:9]=2)[CH2:36][CH:35]1[CH3:40])[CH3:33] |f:3.4|. Procedure details: To a stirred solution of 4-(3-oxo-9-phenyl-3,7,8,9-tetrahydro-2H-pyrido[4,3,2-de]phthalazin-8-yl)benzaldehyde (86 mg, 0.23 mmol) in dryness DCM (15 mL) was added HOAc followed by 1-ethyl-2-methylpiperazine (90 mg, 0.7 mmol), after the addition the mixture was stirred at room temperature overnight. Then the mixture was cooled to 0° C. Sodium borohydride (85 mg, 1.4 mmol) was added. After the addition, the mixture was stirred at this temperature for 12 hr. DCM was removed under reduced pressure. T... Reactants: [Si](C1=CC=CC=C1)(C1=CC=CC=C1)(C(C)(C)C)OCC=1C(=C(C2=C(C(=NO2)C(=O)OCC)C1)F)N1C[C@H](O[C@H](C1)C)C (Ethyl 5-((tert-butyldiphenylsilyloxy)methyl)-6-((2R,6S)-2,6-dimethylmorpholino)-7-fluorobenzo[d]isoxazole-3-carboxylate), [Si](C1=CC=CC=C1)(C1=CC=CC=C1)(C(C)(C)C)OCC=1C(=C(C2=C(C(=NO2)C(=O)OCC)C1)F)N1C[C@H](O[C@H](C1)C)C (Ethyl 5-((tert-butyldiphenylsilyloxy)methyl)-6-((2R,6S)-2,6-dimethylmorpholino)-7-fluorobenzo[d]isoxazole-3-carboxylate), O1CCC(CC1)N (tetrahydro-2H-pyran-4-amine). Product: [Si](C1=CC=CC=C1)(C1=CC=CC=C1)(C(C)(C)C)OCC=1C(=C(C2=C(C(=NO2)C(=O)NC2CCOCC2)C1)F)N1C[C@H](O[C@H](C1)C)C (5-((tert-butyldiphenylsilyloxy)methyl)-6-((2R,6S)-2,6-dimethylmorpholino)-7-fluoro-N-(tetrahydro-2H-pyran-4-yl)benzo[d]isoxazole-3-carboxamide). RXN SMILES: [Si:1]([O:18][CH2:19][C:20]1[C:21]([N:35]2[CH2:40][C@H:39]([CH3:41])[O:38][C@H:37]([CH3:42])[CH2:36]2)=[C:22]([F:34])[C:23]2[O:27][N:26]=[C:25]([C:28](OCC)=[O:29])[C:24]=2[CH:33]=1)([C:14]([CH3:17])([CH3:16])[CH3:15])([C:8]1[CH:13]=[CH:12][CH:11]=[CH:10][CH:9]=1)[C:2]1[CH:7]=[CH:6][CH:5]=[CH:4][CH:3]=1.[O:43]1[CH2:48][CH2:47][CH:46]([NH2:49])[CH2:45][CH2:44]1>>[Si:1]([O:18][CH2:19][C:20]1[C:21]([N:35]2[CH2:36][C@H:37]([CH3:42])[O:38][C@H:39]([CH3:41])[CH2:40]2)=[C:22]([F:34])[C:23]2[O:27][N:26]=[C:25]([C:28]([NH:49][CH:46]3[CH2:47][CH2:48][O:43][CH2:44][CH2:45]3)=[O:29])[C:24]=2[CH:33]=1)([C:14]([CH3:15])([CH3:16])[CH3:17])([C:8]1[CH:9]=[CH:10][CH:11]=[CH:12][CH:13]=1)[C:2]1[CH:3]=[CH:4][CH:5]=[CH:6][CH:7]=1. Procedure details: Starting materials: Ethyl 5-((tert-butyldiphenylsilyloxy)methyl)-6-((2R,6S)-2,6-dimethylmorpholino)-7-fluorobenzo[d]isoxazole-3-carboxylate (Intermediate 204) and tetrahydro-2H-pyran-4-amine The reactants are 4-Hydroxyphenyl-N,n-dimethylurea, C[O-].[Na+] (sodium methylate), CO (methanol), OC1=CC=C(C=C1)NC(N(C)C)=O.[Na] (sodium 4-hydroxyphenyl-N,N-dimethylurea), ClC1=NC(=CC(=N1)Cl)C (2,4-dichloro-6-methylpyrimidine). Run in CS(=O)C (dimethylsulfoxide). Product: ClC1=NC(=CC(=N1)OC1=CC=C(C=C1)NC(N(C)C)=O)C (N'-(4-((2-chloro-6-methyl-4-pyrimidinyl)oxy)-phenyl)-N,N-dimethylurea). As a reaction SMILES: C[O-].[Na+].CO.[OH:6][C:7]1[CH:12]=[CH:11][C:10]([NH:13][C:14](=[O:18])[N:15]([CH3:17])[CH3:16])=[CH:9][CH:8]=1.[Na].[Cl:20][C:21]1[N:26]=[C:25](Cl)[CH:24]=[C:23]([CH3:28])[N:22]=1>CS(C)=O>[Cl:20][C:21]1[N:26]=[C:25]([O:6][C:7]2[CH:8]=[CH:9][C:10]([NH:13][C:14](=[O:18])[N:15]([CH3:16])[CH3:17])=[CH:11][CH:12]=2)[CH:24]=[C:23]([CH3:28])[N:22]=1 |f:0.1,3.4,^1:18|. Reported procedure: 4-Hydroxyphenyl-N,n-dimethylurea (14.4 grams; 0.08 mole) was mixed with a solution of sodium methylate (prepared by mixing sodium metal (1.84 grams) in 50 milliliters (ml) of methanol) and the resulting sodium 4-hydroxyphenyl-N,N-dimethylurea solution added gradually over a period of about one hour to a solution of 2,4-dichloro-6-methylpyrimidine (13.04 grams; 0.08 mole) in 70 ml. of dimethylsulfoxide. During the addition, the reaction temperature rose from about 52°C. to a temperature from betw... The product is CCOC(=O)Cn1c(C)nc2cc(C)c(C)cc21. The reactants are CCOC(=O)CBr, Cc1nc2cc(C)c(C)cc2[nH]1, [H-], [Na+], C1CCOC1. As a reaction SMILES: [Br:15][CH2:16][C:17](=[O:18])[O:19][CH2:20][CH3:21].[CH3:1][c:2]1[nH:3][c:4]2[c:5]([n:6]1)[cH:7][c:8]([CH3:12])[c:9]([CH3:11])[cH:10]2.[H-:13].[Na+:14].[O:22]1[CH2:23][CH2:24][CH2:25][CH2:26]1>>[CH3:1][c:2]1[n:3]([CH2:16][C:17](=[O:18])[O:19][CH2:20][CH3:21])[c:4]2[c:5]([n:6]1)[cH:7][c:8]([CH3:12])[c:9]([CH3:11])[cH:10]2. Starting materials: O=C(OCc1ccccc1)C1CCCN1, CCOC(=O)NC(C(=O)O)C1CCCCC1, Cl. As a reaction SMILES: [CH2:18]([c:19]1[cH:20][cH:21][cH:22][cH:23][cH:24]1)[O:25][C:26]([CH:27]1[NH:28][CH2:29][CH2:30][CH2:31]1)=[O:32].[CH2:1]([CH3:2])[O:3][C:4](=[O:5])[NH:6][CH:7]([C:8](=[O:9])[OH:10])[CH:11]1[CH2:12][CH2:13][CH2:14][CH2:15][CH2:16]1.[ClH:17]>>[CH2:1]([CH3:2])[O:3][C:4](=[O:5])[NH:6][CH:7]([C:8](=[O:10])[N:28]1[CH:27]([C:26]([O:25][CH2:18][c:19]2[cH:20][cH:21][cH:22][cH:23][cH:24]2)=[O:32])[CH2:31][CH2:30][CH2:29]1)[CH:11]1[CH2:12][CH2:13][CH2:14][CH2:15][CH2:16]1. Product: CCOC(=O)NC(C(=O)N1CCCC1C(=O)OCc1ccccc1)C1CCCCC1. The reactants are [N+](=O)([O-])C=1C=CC(=NC1)OC1=C2CCC(C2=CC=C1)=O (4-[(5-nitro-2-piridinyl)oxy]-1-indanone), C1(=CC=C(C=C1)S(=O)(=O)O)C (p-toluenesulfonic acid), C(C)(=O)OC(=C)C (isopropenyl acetate). Reaction conditions: temperature 80 celsius, time 7.5 hour. The product is C(C)(=O)OC1=CCC2=C(C=CC=C12)OC1=NC=C(C=C1)[N+](=O)[O-] (3-acetyloxy-7-[(5-nitro-2-pyridinyl)oxy]-1H-indene). RXN SMILES: [N+:1]([C:4]1[CH:5]=[CH:6][C:7]([O:10][C:11]2[CH:19]=[CH:18][CH:17]=[C:16]3[C:12]=2[CH2:13][CH2:14][C:15]3=[O:20])=[N:8][CH:9]=1)([O-:3])=[O:2].C1(C)C=CC(S(O)(=O)=O)=CC=1.[C:32](OC(C)=C)(=[O:34])[CH3:33]>>[C:32]([O:20][C:15]1[C:16]2[C:12](=[C:11]([O:10][C:7]3[CH:6]=[CH:5][C:4]([N+:1]([O-:3])=[O:2])=[CH:9][N:8]=3)[CH:19]=[CH:18][CH:17]=2)[CH2:13][CH:14]=1)(=[O:34])[CH3:33]. Procedure: To 5.00 g of 4-[(5-nitro-2-piridinyl)oxy]-1-indanone, 10 ml of isopropenyl acetate and 70 mg of p-toluenesulfonic acid were added and the mixture was stirred at 80° C. After 7.5 hours, the reaction solution was concentrated under reduced pressure. To the resulting residue, ethyl acetate was added and the solution was washed in turn with a saturated sodium hydrogencarbonate solution and a saturated sodium chloride solution. The solution extracted with ethyl acetate was dried over anhydrous magnes... The solvent is C(C)O (ethanol). The yield is 21.5%. Run at time 1 hour. Procedure details: After sodium (3.2 g, 139 mmol) was dissolved in anhydrous ethanol (200 mL), 4-pyridyl acetonitrile hydrochloride (10.0 g, 64 mmol) and 2-furaldehyde (6.1 mL, 73.6 mmol) and guanidine hydrochloride (7.0 g, 73.3 mmol) were successively added thereto. After stirring at room temperature for 1 hour, it was heated under reflux for 7 hours. After cooling as it was, the insoluble matters were filtered off, washed with tetrahydrofuran, and the solvent was removed from the filtrate. Tetrahydrofuran (200 m... The reactants are Cl.N1=CC=C(C=C1)CC#N (4-pyridyl acetonitrile hydrochloride), O1C(=CC=C1)C=O (2-furaldehyde), Cl.NC(=N)N (guanidine hydrochloride), [Na] (sodium). Yields the product O1C(=CC=C1)C1=C(C(=NC(=N1)N)N)C1=CC=NC=C1 (6-(2-Furyl)-5-(4-pyridyl)-2,4-pyrimidinediamine). Reaction SMILES: [Na].Cl.[N:3]1[CH:8]=[CH:7][C:6]([CH2:9][C:10]#[N:11])=[CH:5][CH:4]=1.[O:12]1[CH:16]=[CH:15][CH:14]=[C:13]1[CH:17]=O.Cl.[NH2:20][C:21]([NH2:23])=[NH:22]>C(O)C>[O:12]1[CH:16]=[CH:15][CH:14]=[C:13]1[C:17]1[N:20]=[C:21]([NH2:23])[N:22]=[C:10]([NH2:11])[C:9]=1[C:6]1[CH:7]=[CH:8][N:3]=[CH:4][CH:5]=1 |f:1.2,4.5,^1:0|. The product is Cl, NC(Cc1ccccc1)C(=O)O. Starting materials: Cl, NC(Cc1ccccc1)C(=O)O. Reaction SMILES: [ClH:13].[NH2:1][CH:2]([CH2:3][c:4]1[cH:5][cH:6][cH:7][cH:8][cH:9]1)[C:10]([OH:11])=[O:12]>>[ClH:13].[NH2:1][CH:2]([CH2:3][c:4]1[cH:5][cH:6][cH:7][cH:8][cH:9]1)[C:10](=[O:11])[OH:12]. RXN SMILES: [BH4-].[Na+].[F:3][C:4]([F:14])([F:13])[C:5](=[O:12])[CH2:6][C:7]([O:9][CH2:10][CH3:11])=[O:8].C(O)C>C(Cl)Cl>[F:3][C:4]([F:13])([F:14])[CH:5]([OH:12])[CH2:6][C:7]([O:9][CH2:10][CH3:11])=[O:8] |f:0.1|. Yields the product FC(C(CC(=O)OCC)O)(F)F (Ethyl 4,4,4-trifluoro-3-hydroxybutanoate). Starting materials: FC(C(CC(=O)OCC)=O)(F)F (ethyl 4,4,4-trifluoroacetoacetate), [BH4-].[Na+] (sodium borohydride), C(C)O (ethanol). Procedure details: To a suspension of 91.2 g (2.4 mol) of sodium borohydride in 6 l of CH2Cl2 cooled at +2° C., are dropwise added 1473 g of ethyl 4,4,4-trifluoroacetoacetate while keeping temperature between +4° and +7° C. After the introduction, 100 ml of absolute ethanol are added while keeping temperature at +3° C. The reaction medium is washed with bicarbonated water. The organic phase is concentrated and the product is distilled at 78° C. under 10 mm Hg. Run in C(Cl)Cl (CH2Cl2). The reactants are 2a, ( 10 ), 2g, 2e, 2f, NC1=CC=C2C=CC3=CC=CC4=CC=C1C2=C34 (1-aminopyrene), ClS(=O)(=O)O (chlorosulfonic acid), 2I, ice, 2j, 2h, 2d, 2c, 2f. The product is NC=1C=C(C=2C=CC3=C(C=C(C=4C=CC1C2C43)S(=O)(=O)Cl)S(=O)(=O)Cl)S(=O)(=O)Cl (8-amino-1,3,6-pyrenetrisulfonylchloride). Yield: 69.0%. Reaction SMILES: [NH2:1][C:2]1[C:15]2[C:16]3=[C:17]4[C:12](=[CH:13][CH:14]=2)[CH:11]=[CH:10][CH:9]=[C:8]4[CH:7]=[CH:6][C:5]3=[CH:4][CH:3]=1.[Cl:18][S:19]([OH:22])(=O)=[O:20]>>[NH2:1][C:2]1[CH:3]=[C:4]([S:19]([Cl:18])(=[O:22])=[O:20])[C:5]2[CH:6]=[CH:7][C:8]3[C:17]4[C:16]=2[C:15]=1[CH:14]=[CH:13][C:12]=4[C:11]([S:19]([Cl:18])(=[O:22])=[O:20])=[CH:10][C:9]=3[S:19]([Cl:18])(=[O:22])=[O:20]. Procedure: Dyes 2a, 2d and 3 were obtained from Eastman, and the following dyes were prepared as described previously: 2c (8); 2g (9). The syntheses of 2e, 2f, 2h, 2I and 2j were modeled after the sulfonation procedures described in (10). Thus, for 2f, a solution of finely powdered 1-aminopyrene (869 mg, 4 mmol) in 10 ml chlorosulfonic acid was stirred under argon atmosphere for 10 hours at room temperature. The solution was poured on 30 g of crushed ice and the crude product was collected by filtration, w...